This data is from the Open Reaction Database (ORD), a public repository of structured organic reaction records. The task is: describe an organic reaction: reactants, conditions, products, and yield Starting materials: C(C)(C)NC(C)C (Diisopropyl amine), C1(=C(C(=CC(=C1)C)C)C1=CC=CC(=N1)CC(CCC)=O)C (1-(6-mesityl-pyridin-2-yl)-pentan-2-one), CCOC=C(C(=O)OCC)C(=O)OCC (ethyl ethoxymethylene malonate), C(CCC)[Li] (n-Butyllithium). Solvent: O1CCCC1 (tetrahydrofuran). Yield: 10.0%. Procedure: Diisopropyl amine (0.16 mL, 1.13 mmol) was dissolved in tetrahydrofuran (2 mL). n-Butyllithium (2.5M, 0.45 mL, 1.13 mmol) was added at 0° C. and the reaction stirred for 0.5 h. The solution was cooled to −78° C. and 1-(6-mesityl-pyridin-2-yl)-pentan-2-one (0.29 g, 1.0 mmol) was added. After 0.5 h, ethyl ethoxymethylene malonate (0.21 mL, 1.0 mmol) was added and the reaction was warmed to room temperature. The solution was quenched with water, extracted with ethyl acetate, dried, and concentrated... Conditions: temperature -78 celsius, time 0.5 hour. RXN SMILES: C(NC(C)C)(C)C.C([Li])CCC.[C:13]1([CH3:33])[CH:18]=[C:17]([CH3:19])[CH:16]=[C:15]([CH3:20])[C:14]=1[C:21]1[N:26]=[C:25]([CH2:27][C:28](=[O:32])[CH2:29][CH2:30][CH3:31])[CH:24]=[CH:23][CH:22]=1.[CH3:34][CH2:35][O:36][CH:37]=[C:38]([C:44]([O:46][CH2:47][CH3:48])=[O:45])[C:39]([O:41][CH2:42][CH3:43])=[O:40]>O1CCCC1>[CH2:35]([O:36][CH:37]([CH:38]([C:39]([O:41][CH2:42][CH3:43])=[O:40])[C:44]([O:46][CH2:47][CH3:48])=[O:45])[CH:27]([C:25]1[CH:24]=[CH:23][CH:22]=[C:21]([C:14]2[C:15]([CH3:20])=[CH:16][C:17]([CH3:19])=[CH:18][C:13]=2[CH3:33])[N:26]=1)[C:28](=[O:32])[CH2:29][CH2:30][CH3:31])[CH3:34]. Product: ethyl acetate hexanes, C(C)OC(C(C(CCC)=O)C1=NC(=CC=C1)C1=C(C=C(C=C1C)C)C)C(C(=O)OCC)C(=O)OCC (Diethyl [1-ethoxy-2-(6-mesitylpyridin-2-yl)-3-oxohexyl]malonate). Reactants: ClC(=O)OCC1=CC=CC=C1 (Benzyl chloroformate), Cl.C(C)N(C1=CC=C(C=C1)N)CC (N,N-diethyl-p-phenylenediamine hydrochloride), C(O)([O-])=O.[Na+] (sodium hydrogen carbonate). Run in ClCCl (dichloromethane). Reaction conditions: time 16 hour. The product is C(C1=CC=CC=C1)OC(=O)NC1=CC=C(C=C1)N(CC)CC (N-benzyloxycarbonyl-4-diethylaminoaniline). Yield: 61.2%. As a reaction SMILES: Cl[C:2]([O:4][CH2:5][C:6]1[CH:11]=[CH:10][CH:9]=[CH:8][CH:7]=1)=[O:3].Cl.[CH2:13]([N:15]([CH2:23][CH3:24])[C:16]1[CH:21]=[CH:20][C:19]([NH2:22])=[CH:18][CH:17]=1)[CH3:14].C(=O)([O-])O.[Na+]>ClCCl>[CH2:5]([O:4][C:2]([NH:22][C:19]1[CH:18]=[CH:17][C:16]([N:15]([CH2:23][CH3:24])[CH2:13][CH3:14])=[CH:21][CH:20]=1)=[O:3])[C:6]1[CH:11]=[CH:10][CH:9]=[CH:8][CH:7]=1 |f:1.2,3.4|. Procedure details: Benzyl chloroformate (15.7 mL, 0.11 mol) was added dropwise to a stirred mixture of N,N-diethyl-p-phenylenediamine hydrochloride (20 g, 0.1 mol) and sodium hydrogen carbonate (42.0 g) in dichloromethane at room temperature under nitrogen. After 16 hours at room temperature, the precipitate which had formed was removed by filtration. The solid residue was washed with dichloromethane and the combined dichloromethane extracts were concentrated to produce a brown oil. This material was purified by p... Reactants: [Li]CCCC (n-BuLi), O (water), [Si](C)(C)(C(C)(C)C)OCCCCCCC#C (8-(t-Butyldimethylsilyloxy)oct-1-yne), COCOC1=CC2=C(C(C(CO2)(C)C2=CC=C(C=C2)OCOC)=O)C=C1 (7-methoxymethyloxy-3-[4-(methoxymethyloxy)phenyl]-3-methyl-2,3-dihydro-4H-benzopyran-4-one). Run in O1CCCC1 (tetrahydrofuran), O1CCCC1 (tetrahydrofuran). Run at temperature -78 celsius, time 30 minute. Product: [Si](C)(C)(C(C)(C)C)OCCCCCCC#CC1(C(COC2=C1C=CC(=C2)OCOC)(C)C2=CC=C(C=C2)OCOC)O ((3RS,4RS)-4-[8-(t-butyldimethylsilyloxy)octynyl]-4-hydroxy-7-methoxymethyloxy-3-[4-(methoxymethyloxy)phenyl]-3-methyl-2,3-dihydro-4H-benzopyran). Isolated yield 99.4%. As a reaction SMILES: [Si:1]([O:8][CH2:9][CH2:10][CH2:11][CH2:12][CH2:13][CH2:14][C:15]#[CH:16])([C:4]([CH3:7])([CH3:6])[CH3:5])([CH3:3])[CH3:2].[Li]CCCC.[CH3:22][O:23][CH2:24][O:25][C:26]1[CH:47]=[CH:46][C:29]2[C:30](=[O:45])[C:31]([C:35]3[CH:40]=[CH:39][C:38]([O:41][CH2:42][O:43][CH3:44])=[CH:37][CH:36]=3)([CH3:34])[CH2:32][O:33][C:28]=2[CH:27]=1.O>O1CCCC1>[Si:1]([O:8][CH2:9][CH2:10][CH2:11][CH2:12][CH2:13][CH2:14][C:15]#[C:16][C:30]1([OH:45])[C:29]2[CH:46]=[CH:47][C:26]([O:25][CH2:24][O:23][CH3:22])=[CH:27][C:28]=2[O:33][CH2:32][C:31]1([C:35]1[CH:36]=[CH:37][C:38]([O:41][CH2:42][O:43][CH3:44])=[CH:39][CH:40]=1)[CH3:34])([C:4]([CH3:5])([CH3:6])[CH3:7])([CH3:3])[CH3:2]. Procedure: 8-(t-Butyldimethylsilyloxy)oct-1-yne (0.6 g, 2.5 mmol) was dissolved in dry tetrahydrofuran (8 ml) under argon atmosphere and then cooled to -78° C. 2.5M n-BuLi (0.94 ml, 2.35 mmol) was slowly added dropwise thereto and then the mixture was stirred for 30 minutes. To the mixture was added dropwise 7-methoxymethyloxy-3-[4-(methoxymethyloxy)phenyl]-3-methyl-2,3-dihydro-4H-benzopyran-4-one (300 mg, 0.84 mmol) dissolved in dry tetrahydrofuran (4 ml), and then the reaction mixture was slowly warmed t... Starting materials: C(C)(=O)OO (peracetic acid), C(C1=CC=CC=C1)(C1=CC=CC=C1)=NN (benzophenone hydrazone), II (iodine), quaternary ammonium hydroxide. The solvent is CN(C=O)C (dimethylformamide), CN(C=O)C (dimethyl formamide). Yields the product C1(=CC=CC=C1)C(=[N+]=[N-])C1=CC=CC=C1 (Diphenyldiazomethane). As a reaction SMILES: [C:1](=[N:14][NH2:15])([C:8]1[CH:13]=[CH:12][CH:11]=[CH:10][CH:9]=1)[C:2]1[CH:7]=[CH:6][CH:5]=[CH:4][CH:3]=1.II.C(OO)(=O)C>CN(C)C=O>[C:2]1([C:1]([C:8]2[CH:13]=[CH:12][CH:11]=[CH:10][CH:9]=2)=[N+:14]=[N-:15])[CH:3]=[CH:4][CH:5]=[CH:6][CH:7]=1. Procedure: To benzophenone hydrazone (4.9 g, 0.025 moles) in dimethylformamide (25 ml) containing iodine (1 ml, 1% w/v solution) and excess Dowex 1 × 2 quaternary ammonium hydroxide resin saturated with dimethyl formamide was added peracetic acid solution (5.7 ml, 1.27 × 0.025 m. moles) at 15° over 60 minutes. Reactants: C1CNCCN1, CS(=O)(=O)OCCn1ncc2c1CCc1c-2sc2ncnc(Nc3ccc(F)c(Cl)c3)c12, CCN(C(C)C)C(C)C, CN(C)C=O, O. The product is Fc1ccc(Nc2ncnc3sc4c(c23)CCc2c-4cnn2CCN2CCNCC2)cc1Cl. Reaction SMILES: [CH2:33]1[CH2:34][NH:35][CH2:36][CH2:37][NH:38]1.[CH3:1][S:2]([O:3][CH2:6][CH2:7][n:8]1[n:9][cH:10][c:11]2[c:16]1[CH2:15][CH2:14][c:13]1[c:12]-2[s:19][c:18]2[c:17]1[c:23]([NH:24][c:25]1[cH:26][c:27]([Cl:32])[c:28]([F:31])[cH:29][cH:30]1)[n:22][cH:21][n:20]2)(=[O:4])=[O:5].[CH:39]([N:40]([CH:41]([CH3:42])[CH3:43])[CH2:44][CH3:45])([CH3:46])[CH3:47].[O:48]=[CH:49][N:50]([CH3:51])[CH3:52].[OH2:53]>>[CH2:6]([CH2:7][n:8]1[n:9][cH:10][c:11]2[c:16]1[CH2:15][CH2:14][c:13]1[c:12]-2[s:19][c:18]2[c:17]1[c:23]([NH:24][c:25]1[cH:26][c:27]([Cl:32])[c:28]([F:31])[cH:29][cH:30]1)[n:22][cH:21][n:20]2)[N:35]1[CH2:34][CH2:33][NH:38][CH2:37][CH2:36]1. Starting materials: C([O-])([O-])=O.[K+].[K+] (potassium carbonate), IC (iodomethane), S1(N=CNC2=C1N=CC=C2)(=O)=O (4H-PYRIDO[3,2-e][1,2,4]THIADIAZINE 1,1- DIOXIDE). Solvent: C(C)#N (acetonitrile). Conditions: temperature 50 celsius. Product: CN1C=NS(C2=C1C=CC=N2)(=O)=O (4-METHYL-4H-PYRIDO[3,2-e][1,2,4]THIADIAZINE 1,1-DIOXIDE). As a reaction SMILES: C(=O)([O-])[O-].[K+].[K+].I[CH3:8].[S:9]1(=[O:20])(=[O:19])[C:14]2[N:15]=[CH:16][CH:17]=[CH:18][C:13]=2[NH:12][CH:11]=[N:10]1>C(#N)C>[CH3:8][N:12]1[C:13]2[CH:18]=[CH:17][CH:16]=[N:15][C:14]=2[S:9](=[O:20])(=[O:19])[N:10]=[CH:11]1 |f:0.1.2|. Reported procedure: 1.2 g of potassium carbonate and 1.37 g of iodomethane are added to a solution of 0.6 g of 4H- pyrido[3,2-e][1,2,4]thiadiazine 1,1-dioxide (Example 16) in 15 cm3 of acetonitrile. The suspension is heated at 50° C. for 3 hours. The acetonitrile is then removed by evaporation under partial vacuum. The residue is taken up in 20 cm3 of water. The title product, which has little solubility in water, is collected on a filter, washed with water and dried. Reactants: C1(CCCC1)C1NC2=CC=CC=C2CC1 (2-cyclopentyl-1,2,3,4-tetrahydroquinoline), BrCC(C(=O)OCC)=O (ethyl bromopyruvate), [Cl-].[Mg+2].[Cl-] (magnesium (II) chloride), [Cl-].[Mg+2].[Cl-] (magnesium (II) chloride). The solvent is O1CCCC1 (tetrahydrofuran), COCCO (2-methoxyethanol), COCCO (2-methoxyethanol). Conditions: time 15 hour. The product is C(C)OC(=O)C1=CN2C(CCC3=CC=CC1=C23)C2CCCC2 (4-cyclopentyl-5,6-dihydro-4H-pyrrolo[3,2,1-ij]quinoline-1-carboxylic acid ethyl ester). Yield: 49.5%. RXN SMILES: [CH:1]1([CH:6]2[CH2:15][CH2:14][C:13]3[C:8](=[CH:9][CH:10]=[CH:11][CH:12]=3)[NH:7]2)[CH2:5][CH2:4][CH2:3][CH2:2]1.Br[CH2:17][C:18](=O)[C:19]([O:21][CH2:22][CH3:23])=[O:20].[Cl-].[Mg+2].[Cl-]>O1CCCC1.COCCO>[CH2:22]([O:21][C:19]([C:18]1[C:9]2=[C:8]3[C:13](=[CH:12][CH:11]=[CH:10]2)[CH2:14][CH2:15][CH:6]([CH:1]2[CH2:2][CH2:3][CH2:4][CH2:5]2)[N:7]3[CH:17]=1)=[O:20])[CH3:23] |f:2.3.4|. Procedure details: To a solution of 2-cyclopentyl-1,2,3,4-tetrahydroquinoline (4.0 g, 20 mmol) in tetrahydrofuran (15 ml) was added ethyl bromopyruvate (˜90% purity; 1.38 ml, 9.9 mmol) and the reaction stirred for 15 h. The resulting precipitate was filtered and washed with tetrahydrofuran (20 ml). The filtrate was evaporated in vacuo. The resulting residue was dissolved in tetrahydrofuran (10 ml) and 2-methoxyethanol (10 ml) and the solution added dropwise to a refluxing solution of magnesium (II) chloride (1.05 ...